From a dataset of the Open Reaction Database (ORD), a public repository of structured organic reaction records. describe an organic reaction: reactants, conditions, products, and yield The reactants are ClC1=C(OC(C(=O)O)C)C=C(C(=C1)F)N1N=C(N(C1=O)C(F)F)C (2-[2-chloro-4-fluoro-5-(4-difluoromethyl-4,5-dihydro-3-methyl-5-oxo-1H-1,2,4-triazol-1-yl)phenoxy]propionic acid), C1(=CC=C(C=C1)S(=O)(=O)N=C=O)C (p-toluenesulfonyl isocyanate). The reagents and catalysts are CN(C1=CC=NC=C1)C (4-dimethylaminopyridine). Solvent: C1(=CC=CC=C1)C (toluene). Reaction conditions: time 24 hour. The product is CC1=CC=C(C=C1)S(=O)(=O)NC(C(C)OC1=C(C=C(C(=C1)N1N=C(N(C1=O)C(F)F)C)F)Cl)=O (N-(4-methylphenylsulfonyl)-2-[2-chloro-4-fluoro-5-(4-difluoromethyl-4,5-dihydro-3-methyl-5-oxo-1H-1,2,4-triazol-1-yl)phenoxy]propionamide). The yield is 64.2%. As a reaction SMILES: [Cl:1][C:2]1[CH:13]=[C:12]([F:14])[C:11]([N:15]2[C:19](=[O:20])[N:18]([CH:21]([F:23])[F:22])[C:17]([CH3:24])=[N:16]2)=[CH:10][C:3]=1[O:4][CH:5]([CH3:9])[C:6](O)=[O:7].[C:25]1([CH3:37])[CH:30]=[CH:29][C:28]([S:31]([N:34]=C=O)(=[O:33])=[O:32])=[CH:27][CH:26]=1>CN(C)C1C=CN=CC=1.C1(C)C=CC=CC=1>[CH3:37][C:25]1[CH:26]=[CH:27][C:28]([S:31]([NH:34][C:6](=[O:7])[CH:5]([O:4][C:3]2[CH:10]=[C:11]([N:15]3[C:19](=[O:20])[N:18]([CH:21]([F:23])[F:22])[C:17]([CH3:24])=[N:16]3)[C:12]([F:14])=[CH:13][C:2]=2[Cl:1])[CH3:9])(=[O:33])=[O:32])=[CH:29][CH:30]=1. Procedure details: A stirred mixture of 0.78 g (0.0021 mole) of 2-[2-chloro-4-fluoro-5-(4-difluoromethyl-4,5-dihydro-3-methyl-5-oxo-1H-1,2,4-triazol-1-yl)phenoxy]propionic acid, 0.42 g (0.0021 mole) of p-toluenesulfonyl isocyanate and 0.05 g (0.0004 mole) of 4-dimethylaminopyridine in 50 mL of toluene was heated at reflux for approximately 18 hours. The mixture was allowed to cool to room temperature and was stirred for 24 hours. The solvent was removed by evaporation at reduced pressure to leave a residue. This r... Starting materials: O=C1NC2=CC=CC=C2C2(C1)CCN(CC2)C(=O)OCC2=CC=CC=C2 (benzyl 2′-oxo-2′,3′-dihydro-1′H-spiro[piperidine-4,4′-quinoline]-1-carboxylate). Reagents/catalysts: [Pd] (Pd/C). Run in CO (MeOH). Reaction conditions: time 3 hour. Yields the product N1C(CC2(C3=CC=CC=C13)CCNCC2)=O (1′H-spiro[piperidine-4,4′-quinolin]-2′(3′H)-one). The yield is 15.0%. RXN SMILES: [O:1]=[C:2]1[CH2:11][C:10]2([CH2:16][CH2:15][N:14](C(OCC3C=CC=CC=3)=O)[CH2:13][CH2:12]2)[C:9]2[C:4](=[CH:5][CH:6]=[CH:7][CH:8]=2)[NH:3]1>CO.[Pd]>[NH:3]1[C:4]2[C:9](=[CH:8][CH:7]=[CH:6][CH:5]=2)[C:10]2([CH2:12][CH2:13][NH:14][CH2:15][CH2:16]2)[CH2:11][C:2]1=[O:1]. Reported procedure: The mixture of benzyl 2′-oxo-2′,3′-dihydro-1′H-spiro[piperidine-4,4′-quinoline]-1-carboxylate (1.2 g, 3.4 mmol) and Pd/C (200 mg) in MeOH (20 mL) was hydrogenated under atmosphere pressure at room temperature for 3 h. The catalyst was filtered and the filtrate was concentrated under reduced pressure. The residue was purified by preparative HPLC twice to give 1′H-spiro[piperidine-4,4′-quinolin]-2′(3′H)-one (110 mg, 11%) as a TFA salt. 1H NMR (CDCl3) δ 7.65 (d, J=7.5 Hz, 1H), 7.29-7.45 (m, 3H), 3.... Starting materials: C1CN2CCN1CC2, CC#N, CN(C)C=O, C=Cc1c(F)c(F)c(F)c2c1c(=O)c(C(=O)O)cn2C1CC1, NC1C=CCC2CNCC12, O. The product is C=Cc1c(F)c(N2CC3CC=CC(N)C3C2)c(F)c2c1c(=O)c(C(=O)O)cn2C1CC1. RXN SMILES: [CH2:33]1[N:34]2[CH2:35][CH2:36][N:37]([CH2:38][CH2:39]2)[CH2:40]1.[CH3:42][C:43]#[N:44].[CH3:45][N:46]([CH3:47])[CH:48]=[O:49].[CH:1]1([n:4]2[cH:5][c:6]([C:20](=[O:21])[OH:22])[c:7](=[O:19])[c:8]3[c:9]([CH:17]=[CH2:18])[c:10]([F:16])[c:11]([F:15])[c:12]([F:14])[c:13]23)[CH2:2][CH2:3]1.[NH2:23][CH:24]1[CH:25]2[CH2:26][NH:27][CH2:28][CH:29]2[CH2:30][CH:31]=[CH:32]1.[OH2:41]>>[CH:1]1([n:4]2[cH:5][c:6]([C:20](=[O:21])[OH:22])[c:7](=[O:19])[c:8]3[c:9]([CH:17]=[CH2:18])[c:10]([F:16])[c:11]([N:27]4[CH2:26][CH:25]5[CH:24]([NH2:23])[CH:32]=[CH:31][CH2:30][CH:29]5[CH2:28]4)[c:12]([F:14])[c:13]23)[CH2:2][CH2:3]1.